This data is from the Open Reaction Database (ORD), a public repository of structured organic reaction records. The task is: describe an organic reaction: reactants, conditions, products, and yield RXN SMILES: [BrH:20].[CH2:26]([Cl:27])[Cl:28].[CH3:29][C:30](=[O:31])[OH:32].[OH:1][CH2:2][CH2:3][CH2:4][CH2:5][CH2:6][CH2:7][CH2:8][CH2:9][CH2:10][CH2:11][CH2:12][CH2:13][CH2:14][CH2:15][CH2:16][C:17]([OH:18])=[O:19].[S:21](=[O:22])(=[O:23])([OH:24])[OH:25]>>[CH2:2]([CH2:3][CH2:4][CH2:5][CH2:6][CH2:7][CH2:8][CH2:9][CH2:10][CH2:11][CH2:12][CH2:13][CH2:14][CH2:15][CH2:16][C:17]([OH:18])=[O:19])[Br:20]. Product: O=C(O)CCCCCCCCCCCCCCCBr. Starting materials: Br, ClCCl, CC(=O)O, O=C(O)CCCCCCCCCCCCCCCO, O=S(=O)(O)O.